Dataset: the Open Reaction Database (ORD), a public repository of structured organic reaction records. Task: describe an organic reaction: reactants, conditions, products, and yield Starting materials: COC(=O)C(CCOCc1ccccc1)NCC(C)Nc1ccc(Cl)c(Cl)c1, COC(CC(=O)O)OC, CCCCN(CCCC)CCCC, C[n+]1ccccc1Cl, ClCCl, [I-]. Yields the product COC(=O)C(CCOCc1ccccc1)N(CC(C)Nc1ccc(Cl)c(Cl)c1)C(=O)CC(OC)OC. As a reaction SMILES: [CH3:1][O:2][C:3]([CH:4]([CH2:5][CH2:6][O:7][CH2:8][c:9]1[cH:10][cH:11][cH:12][cH:13][cH:14]1)[NH:15][CH2:16][CH:17]([CH3:18])[NH:19][c:20]1[cH:21][c:22]([Cl:27])[c:23]([Cl:26])[cH:24][cH:25]1)=[O:28].[CH3:38][O:39][CH:40]([CH2:41][C:42](=[O:43])[OH:44])[O:45][CH3:46].[CH3:47][CH2:48][CH2:49][CH2:50][N:51]([CH2:52][CH2:53][CH2:54][CH3:55])[CH2:56][CH2:57][CH2:58][CH3:59].[Cl:30][c:31]1[cH:32][cH:33][cH:34][cH:35][n+:36]1[CH3:37].[Cl:60][CH2:61][Cl:62].[I-:29]>>[CH3:1][O:2][C:3]([CH:4]([CH2:5][CH2:6][O:7][CH2:8][c:9]1[cH:10][cH:11][cH:12][cH:13][cH:14]1)[N:15]([CH2:16][CH:17]([CH3:18])[NH:19][c:20]1[cH:21][c:22]([Cl:27])[c:23]([Cl:26])[cH:24][cH:25]1)[C:42]([CH2:41][CH:40]([O:39][CH3:38])[O:45][CH3:46])=[O:43])=[O:28]. Reactants: [OH-].[Na+] (sodium hydroxide), FC=1C=C(COC2=CC=C(OC3CCN(CC3)C(=O)OC=3C=NC=C(C3)\C=C\C(=O)OC)C=C2)C=CC1 (5-[(1E)-3-methoxy-3-oxoprop-1-en-1-yl]pyridin-3-yl 4-{4-[(3-fluorobenzyl)oxy]phenoxy}piperidine-1-carboxylate). Solvent: C1CCOC1 (THF). Conditions: temperature 60 celsius, time 3 hour. Yields the product FC=1C=C(COC2=CC=C(OC3CCN(CC3)C(=O)OC=3C=C(C=NC3)/C=C/C(=O)O)C=C2)C=CC1 ((2E)-3-(5-{[(4-{4-[(3-fluorobenzyl)oxy]phenoxy}piperidin-1-yl)carbonyl]oxy}pyridin-3-yl)acrylic acid). Yield: 57.3%. RXN SMILES: [OH-].[Na+].[F:3][C:4]1[CH:5]=[C:6]([CH:37]=[CH:38][CH:39]=1)[CH2:7][O:8][C:9]1[CH:36]=[CH:35][C:12]([O:13][CH:14]2[CH2:19][CH2:18][N:17]([C:20]([O:22][C:23]3[CH:24]=[N:25][CH:26]=[C:27](/[CH:29]=[CH:30]/[C:31]([O:33]C)=[O:32])[CH:28]=3)=[O:21])[CH2:16][CH2:15]2)=[CH:11][CH:10]=1>C1COCC1>[F:3][C:4]1[CH:5]=[C:6]([CH:37]=[CH:38][CH:39]=1)[CH2:7][O:8][C:9]1[CH:10]=[CH:11][C:12]([O:13][CH:14]2[CH2:19][CH2:18][N:17]([C:20]([O:22][C:23]3[CH:28]=[C:27](/[CH:29]=[CH:30]/[C:31]([OH:33])=[O:32])[CH:26]=[N:25][CH:24]=3)=[O:21])[CH2:16][CH2:15]2)=[CH:35][CH:36]=1 |f:0.1|. Reported procedure: An aqueous 1 M sodium hydroxide solution (1.11 ml) was added to a THF (5 ml) solution containing 5-[(1E)-3-methoxy-3-oxoprop-1-en-1-yl]pyridin-3-yl 4-{4-[(3-fluorobenzyl)oxy]phenoxy}piperidine-1-carboxylate (158 mg), followed by stirring at 60° C. for 3 hours. The solvent was evaporated under reduced pressure, and the residue was purified by silica gel column chromatography (eluent: chloroform:methanol=10:1 (v/v)) to obtain (2E)-3-(5-{[(4-{4-[(3-fluorobenzyl)oxy]phenoxy}piperidin-1-yl)carbonyl]o...